This data is from the Open Reaction Database (ORD), a public repository of structured organic reaction records. The task is: describe an organic reaction: reactants, conditions, products, and yield Starting materials: ClC=1C=C(C=CC1)[C@@]1([C@H](C1)CCOCC1=CC=CC=C1)C#N ((1R,2R)-1-(3-chlorophenyl)-2-{2-[(phenylmethyl)oxy]ethyl}cyclopropanecarbonitrile), [H-].[H-].[H-].[H-].[Li+].[Al+3] (LAH), O (water). Run in C(C)OCC (diethyl ether). Reaction conditions: time 1.5 hour. Yields the product ClC=1C=C(C=CC1)[C@@]1([C@H](C1)CCOCC1=CC=CC=C1)CN ([((1R,2R)-1-(3-chlorophenyl)-2-{2-[(phenylmethyl)oxy]ethyl}cyclopropyl)methyl]amine). As a reaction SMILES: [Cl:1][C:2]1[CH:3]=[C:4]([C@@:8]2([C:21]#[N:22])[CH2:10][C@@H:9]2[CH2:11][CH2:12][O:13][CH2:14][C:15]2[CH:20]=[CH:19][CH:18]=[CH:17][CH:16]=2)[CH:5]=[CH:6][CH:7]=1.[H-].[H-].[H-].[H-].[Li+].[Al+3].O>C(OCC)C>[Cl:1][C:2]1[CH:3]=[C:4]([C@@:8]2([CH2:21][NH2:22])[CH2:10][C@@H:9]2[CH2:11][CH2:12][O:13][CH2:14][C:15]2[CH:16]=[CH:17][CH:18]=[CH:19][CH:20]=2)[CH:5]=[CH:6][CH:7]=1 |f:1.2.3.4.5.6|. Reported procedure: A solution of (1R,2R)-1-(3-chlorophenyl)-2-{2-[(phenylmethyl)oxy]ethyl}cyclopropanecarbonitrile (1.26 g, 4.0 mmol) in diethyl ether at 0° C. was treated with 2 equivalents of LAH (1M in diethyl ether). After 1.5 hours at 0° C., water was added dropwise until no further evolution of gas was observed. The aluminum salts were filtered off and washed with diethyl ether. Evaporation of the diethyl ether afforded the title compound. 1H NMR (400 MHz, CHLOROFORM-D) δ ppm 0.5 (dd, J=5.9, 4.8 Hz, 1H) 1.0 ... Reactants: C(C)(=O)O[BH-](OC(C)=O)OC(C)=O.[Na+] (Sodium triacetoxyborohydride), [OH-].[Na+] (NaOH), S1C(=NC=C1)C(=O)N1CCN(CC1)C1CN(C1)C(=O)C=1C=C2CCNCC2=CC1 (6-({3-[4-(1,3-Thiazol-2-ylcarbonyl)piperazin-1-yl]azetidin-1-yl}carbonyl)-1,2,3,4-tetrahydroisoquinoline), C(C1=CC=CC=C1)=O (benzaldehyde). Run in O (H2O), O (water), C(Cl)Cl (CH2Cl2), C(Cl)Cl (CH2Cl2). Conditions: time 8 hour. The product is C(C1=CC=CC=C1)N1CC2=CC=C(C=C2CC1)C(=O)N1CC(C1)N1CCN(CC1)C(=O)C=1SC=CN1 (2-Benzyl-6-({3-[4-(1,3-thiazol-2-ylcarbonyl)piperazin-1-yl]azetidin-1-yl}carbonyl)-1,2,3,4-tetrahydroisoquinoline). Isolated yield 63.6%. As a reaction SMILES: [S:1]1[CH:5]=[CH:4][N:3]=[C:2]1[C:6]([N:8]1[CH2:13][CH2:12][N:11]([CH:14]2[CH2:17][N:16]([C:18]([C:20]3[CH:21]=[C:22]4[C:27](=[CH:28][CH:29]=3)[CH2:26][NH:25][CH2:24][CH2:23]4)=[O:19])[CH2:15]2)[CH2:10][CH2:9]1)=[O:7].[CH:30](=O)[C:31]1[CH:36]=[CH:35][CH:34]=[CH:33][CH:32]=1.C(O[BH-](OC(=O)C)OC(=O)C)(=O)C.[Na+].[OH-].[Na+]>C(Cl)Cl.O>[CH2:30]([N:25]1[CH2:24][CH2:23][C:22]2[C:27](=[CH:28][CH:29]=[C:20]([C:18]([N:16]3[CH2:17][CH:14]([N:11]4[CH2:12][CH2:13][N:8]([C:6]([C:2]5[S:1][CH:5]=[CH:4][N:3]=5)=[O:7])[CH2:9][CH2:10]4)[CH2:15]3)=[O:19])[CH:21]=2)[CH2:26]1)[C:31]1[CH:36]=[CH:35][CH:34]=[CH:33][CH:32]=1 |f:2.3,4.5|. Procedure details: A solution of Cpd 916 (50 mg, 0.121 mmol) and benzaldehyde 23a (0.014 mL, 0.134 mmol) in CH2Cl2 (2 mL) was stirred at room temperature for 30 min. Sodium triacetoxyborohydride (38.6 mg, 0.182 mmol) was added and the mixture was stirred overnight. The resulting mixture was combined with CH2Cl2 and H2O, and pH of the water layer was adjusted to pH˜8 with 1N aqueous NaOH. The organic solution was dried over Na2SO4 and concentrated. Purification the residue by flash column chromatography (silica gel... Procedure: To a stirring solution of (5S)-1-((2R)-2-(cyclopentylmethyl)-4-oxo-4-{[(phenylmethyl)oxy]amino}butanoyl)-N-(5-fluoro-2-pyridinyl)-4,5-dihydro-1H-pyrazole-5-carboxamide (140 mg, 0.28 mmol) in dichloromethane (DCM) (5 mL) under nitrogen at 0° C. was added 3-chlorobenzenecarboperoxoic acid (147 mg, 0.85 mmol) in one portion. The reaction mixture was stirred at 0° C. for 10 min, then warmed to room temperature and stirred overnight. The reaction mixture was quenched with sat. aq. NaHCO3 and then ext... Conditions: temperature 0 celsius, time 10 minute. Starting materials: C1(CCCC1)C[C@@H](C(=O)N1N=CC[C@H]1C(=O)NC1=NC=C(C=C1)F)CC(NOCC1=CC=CC=C1)=O ((5S)-1-((2R)-2-(cyclopentylmethyl)-4-oxo-4-{[(phenylmethyl)oxy]amino}butanoyl)-N-(5-fluoro-2-pyridinyl)-4,5-dihydro-1H-pyrazole-5-carboxamide), ClC=1C=C(C=CC1)C(=O)OO (3-chlorobenzenecarboperoxoic acid). Yields the product C1(CCCC1)C[C@@H](C(=O)N1N=CC[C@H]1C(=O)NC1=[N+](C=C(C=C1)F)[O-])CC(NOCC1=CC=CC=C1)=O ((5S)-1-((2R)-2-(cyclopentylmethyl)-4-oxo-4-{[(phenylmethyl)oxy]amino}butanoyl)-N-(5-fluoro-1-oxido-2-pyridinyl)-4,5-dihydro-1H-pyrazole-5-carboxamide). Isolated yield 64.3%. Reaction SMILES: [CH:1]1([CH2:6][C@H:7]([CH2:25][C:26](=[O:36])[NH:27][O:28][CH2:29][C:30]2[CH:35]=[CH:34][CH:33]=[CH:32][CH:31]=2)[C:8]([N:10]2[C@H:14]([C:15]([NH:17][C:18]3[CH:23]=[CH:22][C:21]([F:24])=[CH:20][N:19]=3)=[O:16])[CH2:13][CH:12]=[N:11]2)=[O:9])[CH2:5][CH2:4][CH2:3][CH2:2]1.ClC1C=C(C(OO)=[O:45])C=CC=1>ClCCl>[CH:1]1([CH2:6][C@H:7]([CH2:25][C:26](=[O:36])[NH:27][O:28][CH2:29][C:30]2[CH:31]=[CH:32][CH:33]=[CH:34][CH:35]=2)[C:8]([N:10]2[C@H:14]([C:15]([NH:17][C:18]3[CH:23]=[CH:22][C:21]([F:24])=[CH:20][N+:19]=3[O-:45])=[O:16])[CH2:13][CH:12]=[N:11]2)=[O:9])[CH2:2][CH2:3][CH2:4][CH2:5]1. Run in ClCCl (dichloromethane). Reactants: CC(=O)O, Clc1cc2ncccc2o1, [Zn]. Yields the product c1cnc2ccoc2c1. As a reaction SMILES: [CH3:11][C:12](=[O:13])[OH:14].[Cl:1][c:2]1[cH:3][c:4]2[c:5]([cH:6][cH:7][cH:8][n:9]2)[o:10]1.[Zn:15]>>[cH:2]1[cH:3][c:4]2[c:5]([cH:6][cH:7][cH:8][n:9]2)[o:10]1. Starting materials: B, CCCCOc1cc(C(=O)O)ccc1Br, C1CCOC1, C1CCOC1. Product: CCCCOc1cc(CO)ccc1Br. As a reaction SMILES: [BH3:16].[Br:1][c:2]1[c:3]([O:11][CH2:12][CH2:13][CH2:14][CH3:15])[cH:4][c:5]([C:6](=[O:7])[OH:8])[cH:9][cH:10]1.[CH2:17]1[O:18][CH2:19][CH2:20][CH2:21]1.[CH2:22]1[O:23][CH2:24][CH2:25][CH2:26]1>>[Br:1][c:2]1[c:3]([O:11][CH2:12][CH2:13][CH2:14][CH3:15])[cH:4][c:5]([CH2:6][OH:7])[cH:9][cH:10]1.